From a dataset of the Open Reaction Database (ORD), a public repository of structured organic reaction records. describe an organic reaction: reactants, conditions, products, and yield The reactants are [BH4-], CC(C)(C=O)c1ccc(Br)cc1F, CO, [Na+], O. Yields the product CC(C)(CO)c1ccc(Br)cc1F. RXN SMILES: [BH4-:14].[Br:1][c:2]1[cH:3][c:4]([F:13])[c:5]([C:8]([CH:9]=[O:10])([CH3:11])[CH3:12])[cH:6][cH:7]1.[CH3:16][OH:17].[Na+:15].[OH2:18]>>[Br:1][c:2]1[cH:3][c:4]([F:13])[c:5]([C:8]([CH2:9][OH:10])([CH3:11])[CH3:12])[cH:6][cH:7]1. The reactants are CS(=O)(=O)OC(C1=C(C=CC=C1)OC)C=1C=NC(=CC1)NC(=O)C1(CC1)C1=CC2=C(OCO2)C=C1 ((6-(1-(benzo[d][1,3]dioxol-5-yl)cyclopropanecarboxamido)pyridin-3-yl)(2-methoxyphenyl)methyl methanesulfonate), C(C)NCC (diethylamine), O1COC2=C1C=CC(=C2)C2(CC2)C(=O)NC2=NC=C(C=C2)C(C2=C(C=CC=C2)OC)N(C)C (1-(benzo[d][1,3]dioxol-5-yl)-N-(5-((dimethylamino)(2-methoxyphenyl)methyl)pyridin-2-yl)cyclopropanecarboxamide). Product: O1COC2=C1C=CC(=C2)C2(CC2)C(=O)NC2=NC=C(C=C2)C(C2=C(C=CC=C2)OC)N(CC)CC (1-(benzo[d][1,3]dioxol-5-yl)-N-(5-((diethylamino)(2-methoxyphenyl)methyl)pyridin-2-yl)cyclopropanecarboxamide). Reaction SMILES: CS(O[CH:6]([C:15]1[CH:16]=[N:17][C:18]([NH:21][C:22]([C:24]2([C:27]3[CH:35]=[CH:34][C:30]4[O:31][CH2:32][O:33][C:29]=4[CH:28]=3)[CH2:26][CH2:25]2)=[O:23])=[CH:19][CH:20]=1)[C:7]1[CH:12]=[CH:11][CH:10]=[CH:9][C:8]=1[O:13][CH3:14])(=O)=O.[CH2:36]([NH:38][CH2:39][CH3:40])[CH3:37].O1C2C=CC(C3(C(NC4C=CC(C(N(C)C)C5C=CC=CC=5OC)=CN=4)=O)CC3)=CC=2OC1>>[O:31]1[C:30]2[CH:34]=[CH:35][C:27]([C:24]3([C:22]([NH:21][C:18]4[CH:19]=[CH:20][C:15]([CH:6]([N:38]([CH2:39][CH3:40])[CH2:36][CH3:37])[C:7]5[CH:12]=[CH:11][CH:10]=[CH:9][C:8]=5[O:13][CH3:14])=[CH:16][N:17]=4)=[O:23])[CH2:26][CH2:25]3)=[CH:28][C:29]=2[O:33][CH2:32]1. Reported procedure: 1-(benzo[d][1,3]dioxol-5-yl)-N-(5-((diethylamino)(2-methoxyphenyl)methyl)pyridin-2-yl)cyclopropanecarboxamide was prepared from (6-(1-(benzo[d][1,3]dioxol-5-yl)cyclopropanecarboxamido)pyridin-3-yl)(2-methoxyphenyl)methyl methanesulfonate and diethylamine in a manner analogous to that of 1-(benzo[d][1,3]dioxol-5-yl)-N-(5-((dimethylamino)(2-methoxyphenyl)methyl)pyridin-2-yl)cyclopropanecarboxamide. The reactants are ClC1=C(C(=O)O)C(=CC=C1Cl)C(F)(F)F (2,3-dichloro-6-trifluoromethylbenzoic acid), S(=O)(Cl)Cl (thionyl chloride), CO (methanol), C[O-].[Na+] (sodium methoxide), CO (methanol). Reagents/catalysts: N1=CC=CC=C1 (pyridine). Solvent: C1(=CC=CC=C1)C (toluene). Conditions: time 2 hour. Product: ClC1=C(C(=O)OC)C(=CC=C1Cl)C(F)(F)F (Methyl 2,3-dichloro-6-trifluoromethylbenzoate). Reaction SMILES: [Cl:1][C:2]1[C:10]([Cl:11])=[CH:9][CH:8]=[C:7]([C:12]([F:15])([F:14])[F:13])[C:3]=1[C:4]([OH:6])=[O:5].S(Cl)(Cl)=O.[CH3:20]O.C[O-].[Na+]>C1(C)C=CC=CC=1.N1C=CC=CC=1>[Cl:1][C:2]1[C:10]([Cl:11])=[CH:9][CH:8]=[C:7]([C:12]([F:15])([F:13])[F:14])[C:3]=1[C:4]([O:6][CH3:20])=[O:5] |f:3.4|. Procedure: To a solution of 1.04 g of 2,3-dichloro-6-trifluoromethylbenzoic acid in 10 ml of toluene was added 0.71 g of thionyl chloride and 1 drop of pyridine and the mixture was heated at reflux for 3 hours. After cooling, the reaction mixture was concentrated under reduced pressure, and 2,3-dichloro-6-trifluoromethylbenzoyl chloride obtained was added to a solution which is prepared by dissolving 28% methanol solution of 0.77 g of sodium methoxide into 10 ml of methanol at a temperature of from 5 to 10... The reactants are [OH-].[Na+] (sodium hydroxide), [OH-].[Na+] (Sodium hydroxide), C1(CCC1)N1CCC(CC1)OC1=CC=C(C=C1)C1(CCOCC1)C(=O)OCC (ethyl 4-{4-[(1-cyclobutylpiperidin-4-yl)oxy]phenyl}tetrahydro-2H-pyran-4-carboxylate), Cl (Hydrochloric acid). The solvent is O (water), O1CCOCC1 (dioxane), O (water). The product is C1(CCC1)N1CCC(CC1)OC1=CC=C(C=C1)C1(CCOCC1)C(=O)O (4-{4-[(1-cyclobutylpiperidin-4-yl)oxy]phenyl}tetrahydro-2H-pyran-4-carboxylic acid). RXN SMILES: [OH-].[Na+].[CH:3]1([N:7]2[CH2:12][CH2:11][CH:10]([O:13][C:14]3[CH:19]=[CH:18][C:17]([C:20]4([C:26]([O:28]CC)=[O:27])[CH2:25][CH2:24][O:23][CH2:22][CH2:21]4)=[CH:16][CH:15]=3)[CH2:9][CH2:8]2)[CH2:6][CH2:5][CH2:4]1.Cl>O1CCOCC1.O>[CH:3]1([N:7]2[CH2:12][CH2:11][CH:10]([O:13][C:14]3[CH:19]=[CH:18][C:17]([C:20]4([C:26]([OH:28])=[O:27])[CH2:25][CH2:24][O:23][CH2:22][CH2:21]4)=[CH:16][CH:15]=3)[CH2:9][CH2:8]2)[CH2:4][CH2:5][CH2:6]1 |f:0.1|. Procedure details: Sodium hydroxide (200 mg, 5 mmol) was added to a solution of ethyl 4-{4-[(1-cyclobutylpiperidin-4-yl)oxy]phenyl}tetrahydro-2H-pyran-4-carboxylate (870 mg, 2.25 mmol) in dioxane (10 ml) and water (2 ml). The reaction mixture was heated to reflux for 16 hours under nitrogen. The reaction was not complete. More sodium hydroxide (190 mg, 4.75 mmol) in water (4 ml) was added and the reaction heated at reflux for 18 hours. 2N Hydrochloric acid (5 ml, 9.75 mmol) was added and the mixture concentrated i...